From a dataset of the Open Reaction Database (ORD), a public repository of structured organic reaction records. describe an organic reaction: reactants, conditions, products, and yield Starting materials: C(C)(=O)N1CCC(CC1)C(=O)N1C[C@H]([C@@H](CC1)NC)C1=CC(=C(C=C1)Cl)Cl ((3R,4R)-1-[(1-acetylpiperidin-4-yl)carbonyl]-3-(3,4-dichlorophenyl)-N-methylpiperidin-4-amine), FC(C1=C(C=CC=C1)N1C(=NC=C1)C(=O)O)(F)F (1-[2-(trifluoromethyl)phenyl]-1H-imidazole-2-carboxylic acid). The product is C(C)(=O)N1CCC(CC1)C(=O)N1C[C@H]([C@@H](CC1)N(C(=O)C=1N(C=CN1)C1=C(C=CC=C1)C(F)(F)F)C)C1=CC(=C(C=C1)Cl)Cl (N-[(3R,4R)-1-[(1-acetylpiperidin-4-yl)carbonyl]-3-(3,4-dichlorophenyl)piperidin-4-yl]-N-methyl-1-[2-(trifluoromethyl)phenyl]-1H-imidazole-2-carboxamide). As a reaction SMILES: [C:1]([N:4]1[CH2:9][CH2:8][CH:7]([C:10]([N:12]2[CH2:17][CH2:16][C@@H:15]([NH:18][CH3:19])[C@H:14]([C:20]3[CH:25]=[CH:24][C:23]([Cl:26])=[C:22]([Cl:27])[CH:21]=3)[CH2:13]2)=[O:11])[CH2:6][CH2:5]1)(=[O:3])[CH3:2].[F:28][C:29]([F:45])([F:44])[C:30]1[CH:35]=[CH:34][CH:33]=[CH:32][C:31]=1[N:36]1[CH:40]=[CH:39][N:38]=[C:37]1[C:41]([OH:43])=O>>[C:1]([N:4]1[CH2:5][CH2:6][CH:7]([C:10]([N:12]2[CH2:17][CH2:16][C@@H:15]([N:18]([CH3:19])[C:41]([C:37]3[N:36]([C:31]4[CH:32]=[CH:33][CH:34]=[CH:35][C:30]=4[C:29]([F:28])([F:45])[F:44])[CH:40]=[CH:39][N:38]=3)=[O:43])[C@H:14]([C:20]3[CH:25]=[CH:24][C:23]([Cl:26])=[C:22]([Cl:27])[CH:21]=3)[CH2:13]2)=[O:11])[CH2:8][CH2:9]1)(=[O:3])[CH3:2]. Procedure details: Using the compound obtained in Example 78 and 1-[2-(trifluoromethyl)phenyl]-1H-imidazole-2-carboxylic acid, and by the reaction and purification in the same manner as in Example 3, the title compound was obtained. The reactants are CS(=O)(=O)OC1=CC=C2C(C(=CN3CCCC1=C23)C(=O)O)=O (8-methanesulfonyloxy-6,7-dihydro-1-oxo-1H,5H-benzo[ij]quinolizine-2-carboxylic acid), FC(N1CCNCC1)(F)F (1-trifluoromethylpiperazine), Cl (hydrochloric acid). Run in CS(=O)C (dimethyl sulfoxide). Run at time 20 hour. The product is Cl.FC(N1CCN(CC1)C1=CC=C2C(C(=CN3CCCC1=C23)C(=O)O)=O)(F)F (8-(4-trifluoromethyl-1-piperazinyl)-6,7-dihydro-1-oxo-1H,5H-benzo[ij]quinolizine-2-carboxylic acid hydrochloride). RXN SMILES: CS(O[C:6]1[C:17]2=[C:18]3[N:13]([CH2:14][CH2:15][CH2:16]2)[CH:12]=[C:11]([C:19]([OH:21])=[O:20])[C:10](=[O:22])[C:9]3=[CH:8][CH:7]=1)(=O)=O.[F:23][C:24]([F:32])([F:31])[N:25]1[CH2:30][CH2:29][NH:28][CH2:27][CH2:26]1.[ClH:33]>CS(C)=O>[ClH:33].[F:23][C:24]([F:32])([F:31])[N:25]1[CH2:30][CH2:29][N:28]([C:6]2[C:17]3=[C:18]4[N:13]([CH2:14][CH2:15][CH2:16]3)[CH:12]=[C:11]([C:19]([OH:21])=[O:20])[C:10](=[O:22])[C:9]4=[CH:8][CH:7]=2)[CH2:27][CH2:26]1 |f:4.5|. Procedure details: A mixture of 3.37 g of 8-methanesulfonyloxy-6,7-dihydro-1-oxo-1H,5H-benzo[ij]quinolizine-2-carboxylic acid, 9.1 g of 1-trifluoromethylpiperazine and 200 ml of anhydrous dimethyl sulfoxide was heated with stirring in an autoclave at 170° to 180° C. for 20 hours under nitrogen gas flow at a pressure of 8 atms. The reaction mixture was treated in the same manner as in Example 73 and further treated with concentrated hydrochloric acid to obtain 1.7 g of 8-(4-trifluoromethyl-1-piperazinyl)-6,7-dihydr... Reactants: O (H2O), C(C)(C)(C)OC(NC1=NC(=NC=C1C1=C(C=CC=C1)C)SC)=O ((2-methylsulfanyl-5-o-tolyl-pyrimidin-4-yl)-carbamic acid tert.-butyl ester), CN(C=O)C (N,N-dimethylformamide), CI (methyl iodide). The solvent is [Cl-].[Na+].O (brine), C(Cl)Cl (CH2Cl2). Reaction conditions: time 1 hour. Product: C(C)(C)(C)OC(N(C1=NC(=NC=C1C1=C(C=CC=C1)C)SC)C)=O (methyl-(2-methylsulfanyl-5-o-tolyl-pyrimidin-4-yl)-carbamic acid tert.-butyl ester). Isolated yield 97.8%. RXN SMILES: [C:1]([O:5][C:6](=[O:23])[NH:7][C:8]1[C:13]([C:14]2[CH:19]=[CH:18][CH:17]=[CH:16][C:15]=2[CH3:20])=[CH:12][N:11]=[C:10]([S:21][CH3:22])[N:9]=1)([CH3:4])([CH3:3])[CH3:2].[CH3:24]N(C)C=O.CI.O>[Cl-].[Na+].O.C(Cl)Cl>[C:1]([O:5][C:6](=[O:23])[N:7]([CH3:24])[C:8]1[C:13]([C:14]2[CH:19]=[CH:18][CH:17]=[CH:16][C:15]=2[CH3:20])=[CH:12][N:11]=[C:10]([S:21][CH3:22])[N:9]=1)([CH3:4])([CH3:3])[CH3:2] |f:4.5.6|. Reported procedure: To a solution of 2.45 g (7.40 mmol) (2-methylsulfanyl-5-o-tolyl-pyrimidin-4-yl)-carbamic acid tert.-butyl ester in 30 ml N,N-dimethylformamide 0.44 g (11.09 mmol) sodiumhydride (60% dispersion in mineraloil) was added and the reaction mixture stirred for 1 hr. After the addition of 0.74 ml (11.83 mmol) methyl iodide at 0°, the reaction mixture was stirred for 3 hrs. The reaction mixture was distributed between 75 ml H2O, 75 ml brine and 75 ml CH2Cl2. The phases were separated, the aqueous layer ... The reactants are ClC=1C=C(C(=O)O)C=CC1C(NC1=CC(=C(C=C1)Cl)C1=NC=CC=C1)=O (3-chloro-4-(4-chloro-3-(pyridin-2-yl)phenylcarbamoyl)benzoic acid), N1=C(C=CC=C1)N (pyridin-2-amine). The product is ClC1=C(C(=O)NC2=CC(=C(C=C2)Cl)C2=NC=CC=C2)C=CC(=C1)C(=O)NC1=NC=CC=C1 (2-chloro-N1-(4-chloro-3-(pyridin-2-yl)phenyl)-N4-(pyridin-2-yl)terephthalamide). RXN SMILES: [Cl:1][C:2]1[CH:3]=[C:4]([CH:8]=[CH:9][C:10]=1[C:11](=[O:26])[NH:12][C:13]1[CH:18]=[CH:17][C:16]([Cl:19])=[C:15]([C:20]2[CH:25]=[CH:24][CH:23]=[CH:22][N:21]=2)[CH:14]=1)[C:5]([OH:7])=O.[N:27]1[CH:32]=[CH:31][CH:30]=[CH:29][C:28]=1[NH2:33]>>[Cl:1][C:2]1[CH:3]=[C:4]([C:5]([NH:33][C:28]2[CH:29]=[CH:30][CH:31]=[CH:32][N:27]=2)=[O:7])[CH:8]=[CH:9][C:10]=1[C:11]([NH:12][C:13]1[CH:18]=[CH:17][C:16]([Cl:19])=[C:15]([C:20]2[CH:25]=[CH:24][CH:23]=[CH:22][N:21]=2)[CH:14]=1)=[O:26]. Reported procedure: 50 mg of 3-chloro-4-(4-chloro-3-(pyridin-2-yl)phenylcarbamoyl)benzoic acid was coupled to pyridin-2-amine via Procedure G. The crude product was purified on reverse phase HPLC to yield 2-chloro-N1-(4-chloro-3-(pyridin-2-yl)phenyl)-N4-(pyridin-2-yl)terephthalamide. MS (Q1) 463 (M)+.